From a dataset of the Open Reaction Database (ORD), a public repository of structured organic reaction records. describe an organic reaction: reactants, conditions, products, and yield The reactants are [Na] (sodium), C(C)OC(C(=O)OCC)=O (diethyloxalate), C(C)O (ethanol), C(C)O (ethanol), ClC1=CC(=C(C=C1)C)[N+](=O)[O-] (4-chloro-2-nitrotoluene). The solvent is O (water). The product is [N+](=O)([O-])C1=C(C=CC(=C1)Cl)CC(C(=O)O)=O (3-(2-nitro-4-chlorophenyl)pyruvic acid). RXN SMILES: [Na].C(O)C.[Cl:5][C:6]1[CH:11]=[CH:10][C:9]([CH3:12])=[C:8]([N+:13]([O-:15])=[O:14])[CH:7]=1.C([O:18][C:19](=[O:25])[C:20](OCC)=[O:21])C>O>[N+:13]([C:8]1[CH:7]=[C:6]([Cl:5])[CH:11]=[CH:10][C:9]=1[CH2:12][C:20](=[O:21])[C:19]([OH:25])=[O:18])([O-:15])=[O:14] |^1:0|. Procedure: To a cooled mixture prepared by adding 13.6 g. of sodium to 300 ml. of ethanol is added a solution of 100 g. of 4-chloro-2-nitrotoluene and 84 g. of diethyloxalate in 150 ml. of ethanol while maintaining the temperature below 20° C. The resulting mixture is refluxed for one hour, cooled, 400 ml. of water added and the resulting mixture refluxed for 90 minutes. The ethanol is then evaporated to a small volume and the resulting precipitate contains tan and black material and the black material is ... Reactants: NC=1C(=NC2=CC(=NC=C2C1)Br)C(=O)OCC (ethyl 3-amino-7-bromo-1,6-naphthyridine-2-carboxylate), CCN(C(C)C)C(C)C (DIPEA), ClC(=O)OCC1=CC=CC=C1 (benzyl chloroformate). The solvent is C(Cl)Cl (DCM). Run at temperature 60 celsius. Product: C(C1=CC=CC=C1)OC(=O)NC=1C(=NC2=CC(=NC=C2C1)Br)C(=O)OCC (Ethyl 3-{[(benzyloxy)carbonyl]amino}-7-bromo-1,6-naphthyridine-2-carboxylate). Isolated yield 59.6%. As a reaction SMILES: [NH2:1][C:2]1[C:3]([C:13]([O:15][CH2:16][CH3:17])=[O:14])=[N:4][C:5]2[C:10]([CH:11]=1)=[CH:9][N:8]=[C:7]([Br:12])[CH:6]=2.CCN(C(C)C)C(C)C.Cl[C:28]([O:30][CH2:31][C:32]1[CH:37]=[CH:36][CH:35]=[CH:34][CH:33]=1)=[O:29]>C(Cl)Cl>[CH2:31]([O:30][C:28]([NH:1][C:2]1[C:3]([C:13]([O:15][CH2:16][CH3:17])=[O:14])=[N:4][C:5]2[C:10]([CH:11]=1)=[CH:9][N:8]=[C:7]([Br:12])[CH:6]=2)=[O:29])[C:32]1[CH:37]=[CH:36][CH:35]=[CH:34][CH:33]=1. Procedure: To a solution of ethyl 3-amino-7-bromo-1,6-naphthyridine-2-carboxylate (47 mg, 0.16 mmol) and DIPEA (83 μL, 0.48 mmol) in DCM (1.5 mL), a solution of benzyl chloroformate (68 μL, 0.48 mmol) was added and the resulting mixture was heated at 60° C. in a sealed vial for 14 h. The crude reaction mixture was then concentrated under reduced pressure and the residue was purified by flash chromatography (24 g silica gel column, eluting with 0-60% EtOAc/hexanes) to afford the sub-title compound (41 mg, 6... Reactants: CCOC(C)=O, CCOC(C)=O, Cc1c(C2CC2)nc2ccc([N+](=O)[O-])cn12, Cl, O=C(O)c1ccc(-c2ccc(F)cc2)cn1. Product: Cc1c(C2CC2)nc2ccc(NC(=O)c3ccc(-c4ccc(F)cc4)cn3)cn12, Cl. RXN SMILES: [C:33]([O:34][CH2:35][CH3:36])(=[O:37])[CH3:38].[CH3:40][CH2:41][O:42][C:43](=[O:44])[CH3:45].[CH:1]1([c:4]2[n:5][c:6]3[n:7]([cH:8][c:9]([N+:12]([O-:13])=[O:14])[cH:10][cH:11]3)[c:15]2[CH3:16])[CH2:2][CH2:3]1.[ClH:39].[F:17][c:18]1[cH:19][cH:20][c:21](-[c:24]2[cH:25][cH:26][c:27]([C:30](=[O:31])[OH:32])[n:28][cH:29]2)[cH:22][cH:23]1>>[CH:1]1([c:4]2[n:5][c:6]3[n:7]([cH:8][c:9]([NH:12][C:30]([c:27]4[cH:26][cH:25][c:24](-[c:21]5[cH:20][cH:19][c:18]([F:17])[cH:23][cH:22]5)[cH:29][n:28]4)=[O:31])[cH:10][cH:11]3)[c:15]2[CH3:16])[CH2:2][CH2:3]1.[ClH:39]. Starting materials: C1(CCCCC1)B(O)O (cyclohexyl boronic acid), BrC1=C(CN2C3=C(C(=C(C2=O)C(=O)NCC(=O)OC(C)(C)C)O)CN(C3)C(=O)C=3N=CSC3)C=CC=C1 (tert-butyl N-{[1-(2-bromobenzyl)-4-hydroxy-2-oxo-6-(1,3-thiazol-4-ylcarbonyl)-2,5,6,7-tetrahydro-1H-pyrrolo[3,4-b]pyridin-3-yl]carbonyl}glycinate), BrC1=C(CN2C3=C(C(=C(C2=O)C(=O)NCC(=O)OC(C)(C)C)O)CN(C3)C(=O)C=3N=CSC3)C=CC=C1 (tert-butyl N-{[1-(2-bromobenzyl)-4-hydroxy-2-oxo-6-(1,3-thiazol-4-ylcarbonyl)-2,5,6,7-tetrahydro-1H-pyrrolo[3,4-b]pyridin-3-yl]carbonyl}glycinate). Reaction SMILES: C1(B(O)O)CCCCC1.Br[C:11]1[CH:46]=[CH:45][CH:44]=[CH:43][C:12]=1[CH2:13][N:14]1[C:19](=[O:20])[C:18]([C:21]([NH:23][CH2:24][C:25]([O:27]C(C)(C)C)=[O:26])=[O:22])=[C:17]([OH:32])[C:16]2[CH2:33][N:34]([C:36]([C:38]3[N:39]=[CH:40][S:41][CH:42]=3)=[O:37])[CH2:35][C:15]1=2>>[CH2:13]([N:14]1[C:19](=[O:20])[C:18]([C:21]([NH:23][CH2:24][C:25]([OH:27])=[O:26])=[O:22])=[C:17]([OH:32])[C:16]2[CH2:33][N:34]([C:36]([C:38]3[N:39]=[CH:40][S:41][CH:42]=3)=[O:37])[CH2:35][C:15]1=2)[C:12]1[CH:43]=[CH:44][CH:45]=[CH:46][CH:11]=1. The product is C(C1=CC=CC=C1)N1C2=C(C(=C(C1=O)C(=O)NCC(=O)O)O)CN(C2)C(=O)C=2N=CSC2 (N-{[1-benzyl-4-hydroxy-2-oxo-6-(1,3-thiazol-4-ylcarbonyl)-2,5,6,7-tetrahydro-1H-pyrrolo[3,4-b]pyridin-3-yl]carbonyl}glycine). Reported procedure: In a failed attempt to couple cyclohexyl boronic acid with tert-butyl N-{[1-(2-bromobenzyl)-4-hydroxy-2-oxo-6-(1,3-thiazol-4-ylcarbonyl)-2,5,6,7-tetrahydro-1H-pyrrolo[3,4-b]pyridin-3-yl]carbonyl}glycinate (prepared in similar fashion to Intermediate 5), and using a similar procedure to that described in Example 49 Step A, the above side product, compound E54-1 obtained. HPLC/MS: 454.9 (M+1); Rt=2.67 min. Starting materials: CC(C)(C)OC(=O)N1CCC(c2ccc(N)c(C3=CCCCC3)n2)CC1, C[Si](C)(C)CCOCn1cc(C#N)nc1C(=O)[O-], CCOC(C)=O, CCN(C(C)C)C(C)C, ClCCl, [K+]. Product: CC(C)(C)OC(=O)N1CCC(c2ccc(NC(=O)c3nc(C#N)cn3COCC[Si](C)(C)C)c(C3=CCCCC3)n2)CC1. Reaction SMILES: [C:29]([CH3:30])([CH3:31])([CH3:32])[O:33][C:34](=[O:35])[N:36]1[CH2:37][CH2:38][CH:39]([c:42]2[n:43][c:44]([C:49]3=[CH:50][CH2:51][CH2:52][CH2:53][CH2:54]3)[c:45]([NH2:48])[cH:46][cH:47]2)[CH2:40][CH2:41]1.[C:2](#[N:3])[c:4]1[n:5][c:6]([C:17](=[O:18])[O-:19])[n:7]([CH2:9][O:10][CH2:11][CH2:12][Si:13]([CH3:14])([CH3:15])[CH3:16])[cH:8]1.[CH3:58][CH2:59][O:60][C:61]([CH3:62])=[O:63].[CH:20]([N:21]([CH2:22][CH3:23])[CH:24]([CH3:25])[CH3:26])([CH3:27])[CH3:28].[Cl:55][CH2:56][Cl:57].[K+:1]>>[C:2](#[N:3])[c:4]1[n:5][c:6]([C:17](=[O:19])[NH:48][c:45]2[c:44]([C:49]3=[CH:50][CH2:51][CH2:52][CH2:53][CH2:54]3)[n:43][c:42]([CH:39]3[CH2:38][CH2:37][N:36]([C:34]([O:33][C:29]([CH3:30])([CH3:31])[CH3:32])=[O:35])[CH2:41][CH2:40]3)[cH:47][cH:46]2)[n:7]([CH2:9][O:10][CH2:11][CH2:12][Si:13]([CH3:14])([CH3:15])[CH3:16])[cH:8]1. The reactants are CCOC(C)OCC(CCC)C(C(=O)OCC)(C(=O)OCC)CC=C (diethyl 2-[1-(2-ethoxy)ethoxypent-4-yl]-2-allylmalonate). Reagents/catalysts: [Pd] (palladium on carbon). Solvent: C(C)O (ethanol). Run at time 4 hour. Product: CCOC(C)OCC(CCC)C(C(=O)OCC)(C(=O)OCC)CCC (Diethyl [1-(2-ethoxy)ethoxypent-4-yl]propylmalonate). Yield: 86.5%. RXN SMILES: [CH3:1][CH2:2][O:3][CH:4]([O:6][CH2:7][CH:8]([C:12]([CH2:23][CH:24]=[CH2:25])([C:18]([O:20][CH2:21][CH3:22])=[O:19])[C:13]([O:15][CH2:16][CH3:17])=[O:14])[CH2:9][CH2:10][CH3:11])[CH3:5]>C(O)C.[Pd]>[CH3:1][CH2:2][O:3][CH:4]([O:6][CH2:7][CH:8]([C:12]([CH2:23][CH2:24][CH3:25])([C:13]([O:15][CH2:16][CH3:17])=[O:14])[C:18]([O:20][CH2:21][CH3:22])=[O:19])[CH2:9][CH2:10][CH3:11])[CH3:5]. Procedure: 57 mg (0.17 mmol) of diethyl 2-[1-(2-ethoxy)ethoxypent-4-yl]-2-allylmalonate prepared above was dissolved in 10 mL absolute ethanol and combined with 6 mg (56 umol) 10% palladium on carbon. The mixture was flushed with hydrogen and hydrogenated for 4 hrs at 44 psi. Removal of the catalyst by filtration through Celite® brand diatomite and concentration provided 53 mg of a colorless oil. Solvent: CN1CCCC1=O (NMP). Reported procedure: The title compound is prepared from a mixture of 2,3,4,5-tetrahydro-2,8-dimethyl-1H-pyrido[4,3-b]indole, 2-methyl-5-vinylthiophene and KOH (5-7 equiv) in NMP at a temperature ranging between 25 deg C. to 100 deg C. The product obtained is isolated by preparative HPLC. The reactants are CN1CC2=C(NC=3C=CC(=CC23)C)CC1 (2,3,4,5-tetrahydro-2,8-dimethyl-1H-pyrido[4,3-b]indole), CC=1SC(=CC1)C=C (2-methyl-5-vinylthiophene), [OH-].[K+] (KOH). Product: CN1CC2=C(N(C=3C=CC(=CC23)C)CCC=2SC(=CC2)C)CC1 (2,3,4,5-tetrahydro-2,8-dimethyl-5-(2-(5-methylthiophen-2-yl)ethyl)-1H-pyrido[4,3-b]indole). As a reaction SMILES: [CH3:1][N:2]1[CH2:15][CH2:14][C:5]2[NH:6][C:7]3[CH:8]=[CH:9][C:10]([CH3:13])=[CH:11][C:12]=3[C:4]=2[CH2:3]1.[CH3:16][C:17]1[S:18][C:19]([CH:22]=[CH2:23])=[CH:20][CH:21]=1.[OH-].[K+]>CN1C(=O)CCC1>[CH3:1][N:2]1[CH2:15][CH2:14][C:5]2[N:6]([CH2:23][CH2:22][C:19]3[S:18][C:17]([CH3:16])=[CH:21][CH:20]=3)[C:7]3[CH:8]=[CH:9][C:10]([CH3:13])=[CH:11][C:12]=3[C:4]=2[CH2:3]1 |f:2.3|. Starting materials: CN(CCN)c1nccn1C, O=C(O)C#Cc1cccc(Cl)c1, ClCCl, N=C=N. The product is CN(CCNC(=O)C#Cc1cccc(Cl)c1)c1nccn1C. Reaction SMILES: [CH3:4][N:5]([CH2:6][CH2:7][NH2:8])[c:9]1[n:10]([CH3:14])[cH:11][cH:12][n:13]1.[Cl:15][c:16]1[cH:17][c:18]([C:22]#[C:23][C:24](=[O:25])[OH:26])[cH:19][cH:20][cH:21]1.[Cl:27][CH2:28][Cl:29].[NH:1]=[C:2]=[NH:3]>>[CH3:4][N:5]([CH2:6][CH2:7][NH:8][C:24]([C:23]#[C:22][c:18]1[cH:17][c:16]([Cl:15])[cH:21][cH:20][cH:19]1)=[O:25])[c:9]1[n:10]([CH3:14])[cH:11][cH:12][n:13]1.